From a dataset of the Open Reaction Database (ORD), a public repository of structured organic reaction records. describe an organic reaction: reactants, conditions, products, and yield Reactants: CC(C)(C)OC(=O)N1CCC(O)(C#C[Si](C)(C)C)CC1, O=C([O-])[O-], CO, [K+], [K+]. Yields the product C#CC1(O)CCN(C(=O)OC(C)(C)C)CC1. RXN SMILES: [C:1]([CH3:2])([CH3:3])([CH3:4])[O:5][C:6](=[O:7])[N:8]1[CH2:9][CH2:10][C:11]([C:14]#[C:15][Si:16]([CH3:17])([CH3:18])[CH3:19])([OH:20])[CH2:12][CH2:13]1.[C:21](=[O:22])([O-:23])[O-:24].[CH3:27][OH:28].[K+:25].[K+:26]>>[C:1]([CH3:2])([CH3:3])([CH3:4])[O:5][C:6](=[O:7])[N:8]1[CH2:9][CH2:10][C:11]([C:14]#[CH:15])([OH:20])[CH2:12][CH2:13]1. Starting materials: F[C@@H]1[C@@H]2C=3C=CC(=CC3C[C@H]([C@H]2[C@@H]2CC[C@@H]([C@@]2(C)C1)O)CCCCCI)O (11β-fluor-7α-(5-iodopentyl)-estra-1,3,5(10)-triene-3,17β-diol), CNCCCOC1=CC=CC=C1 (methyl-(3-phenoxy-propyl)-amine), [Cl-].[Na+] (sodium chloride). Solvent: CN1C(CCC1)=O (1-methyl-2-pyrrolidinone). The product is F[C@@H]1[C@@H]2C=3C=CC(=CC3C[C@H]([C@H]2[C@@H]2CC[C@@H]([C@@]2(C)C1)O)CCCCCN(CCCOC1=CC=CC=C1)C)O (11β-fluoro-7α-{5-[methyl-(3-phenoxy-propyl)-amino]-pentyl}-estra-1,3,5(10)-triene-3,17β-diol). The yield is 84.7%. RXN SMILES: [F:1][C@H:2]1[CH2:19][C@@:17]2([CH3:18])[C@@H:13]([CH2:14][CH2:15][C@@H:16]2[OH:20])[C@H:12]2[C@H:3]1[C:4]1[CH:5]=[CH:6][C:7]([OH:27])=[CH:8][C:9]=1[CH2:10][C@H:11]2[CH2:21][CH2:22][CH2:23][CH2:24][CH2:25]I.[CH3:28][NH:29][CH2:30][CH2:31][CH2:32][O:33][C:34]1[CH:39]=[CH:38][CH:37]=[CH:36][CH:35]=1.[Cl-].[Na+]>CN1CCCC1=O>[F:1][C@H:2]1[CH2:19][C@@:17]2([CH3:18])[C@@H:13]([CH2:14][CH2:15][C@@H:16]2[OH:20])[C@H:12]2[C@H:3]1[C:4]1[CH:5]=[CH:6][C:7]([OH:27])=[CH:8][C:9]=1[CH2:10][C@H:11]2[CH2:21][CH2:22][CH2:23][CH2:24][CH2:25][N:29]([CH3:28])[CH2:30][CH2:31][CH2:32][O:33][C:34]1[CH:39]=[CH:38][CH:37]=[CH:36][CH:35]=1 |f:2.3|. Procedure details: A solution of 486 mg of 11β-fluor-7α-(5-iodopentyl)-estra-1,3,5(10)-triene-3,17β-diol in 10 ml of 1-methyl-2-pyrrolidinone is stirred with 600 mg of methyl-(3-phenoxy-propyl)-amine for 3 hours at a bath temperature of 80° C. Then, the batch is added to saturated sodium chloride solution, extracted with ether, dried on sodium sulfate, concentrated by evaporation in a vacuum and chromatographed on silica gel with methylene chloride/methanol/ammonia. 443 mg of 11β-fluoro-7α-{5-[methyl-(3-phenoxy-pr...